This data is from the Open Reaction Database (ORD), a public repository of structured organic reaction records. The task is: describe an organic reaction: reactants, conditions, products, and yield Starting materials: CCN(C(C)C)C(C)C, ClCCl, FC(F)(F)c1cccc(CN2CCNCC2)c1, O=C(O)CN1CCC(c2ccccc2)(c2ccccc2)C1=O. Yields the product O=C(CN1CCC(c2ccccc2)(c2ccccc2)C1=O)N1CCN(Cc2cccc(C(F)(F)F)c2)CC1. As a reaction SMILES: [CH:40]([N:41]([CH:42]([CH3:43])[CH3:44])[CH2:45][CH3:46])([CH3:47])[CH3:48].[Cl:49][CH2:50][Cl:51].[F:1][C:2]([c:3]1[cH:4][c:5]([CH2:6][N:7]2[CH2:8][CH2:9][NH:10][CH2:11][CH2:12]2)[cH:13][cH:14][cH:15]1)([F:16])[F:17].[O:18]=[C:19]1[N:20]([CH2:36][C:37](=[O:38])[OH:39])[CH2:21][CH2:22][C:23]1([c:24]1[cH:25][cH:26][cH:27][cH:28][cH:29]1)[c:30]1[cH:31][cH:32][cH:33][cH:34][cH:35]1>>[F:1][C:2]([c:3]1[cH:4][c:5]([CH2:6][N:7]2[CH2:8][CH2:9][N:10]([C:37]([CH2:36][N:20]3[C:19](=[O:18])[C:23]([c:24]4[cH:25][cH:26][cH:27][cH:28][cH:29]4)([c:30]4[cH:31][cH:32][cH:33][cH:34][cH:35]4)[CH2:22][CH2:21]3)=[O:38])[CH2:11][CH2:12]2)[cH:13][cH:14][cH:15]1)([F:16])[F:17]. Reactants: NC1=CC=C2C=CC(=CC2=C1)S(=O)(=O)O (7-amino-naphthalene-2-sulfonic acid), NC1=CC=C2C=CC(=CC2=C1)S(=O)(=O)O (7-amino-naphthalene-2-sulfonic acid), N1=CC=CC=C1 (pyridine), C(C)(=O)OC(C)=O (acetic anhydride), C[O-].[Na+] (sodium methoxide). Run in CO (methanol). Run at time 24 hour. The product is [Na+].C(C)(=O)NC1=CC=C2C=CC(=CC2=C1)S(=O)(=O)[O-] (7-(acetylamino)naphthalene-2-sulfonic acid sodium salt). As a reaction SMILES: [NH2:1][C:2]1[CH:11]=[C:10]2[C:5]([CH:6]=[CH:7][C:8]([S:12]([OH:15])(=[O:14])=[O:13])=[CH:9]2)=[CH:4][CH:3]=1.N1C=CC=CC=1.[C:22](OC(=O)C)(=[O:24])[CH3:23].C[O-].[Na+:31]>CO>[Na+:31].[C:22]([NH:1][C:2]1[CH:11]=[C:10]2[C:5]([CH:6]=[CH:7][C:8]([S:12]([O-:15])(=[O:13])=[O:14])=[CH:9]2)=[CH:4][CH:3]=1)(=[O:24])[CH3:23] |f:3.4,6.7|. Reported procedure: To 3.75 g (16.8 mmol) of 7-amino-naphthalene-2-sulfonic acid (compound 1) was added 20 mL each of pyridine and acetic anhydride. The reaction was allowed to stir at ambient temperature for 24 hours. The black reaction was cooled in an ice bath and then 45 mL of methanol was added slowly. After 1 hour, a solution of sodium methoxide (425 mg of sodium in 10 mL methanol) was added. A precipitate formed. The suspension was allowed to stir for 2 hours and then the solid was collected by vacuum filtra... Reactants: O=C([O-])[O-], CCOC(C)=O, CN1CCCC1=O, [Cl-], Oc1cccnc1Cl, CCS(=O)(=O)c1ccc(Cl)cn1, [Cs+], [Cs+], [NH4+]. Product: CCS(=O)(=O)c1ccc(Oc2cccnc2Cl)cn1. Reaction SMILES: [C:1](=[O:2])([O-:3])[O-:4].[CH3:34][CH2:35][O:36][C:37](=[O:38])[CH3:39].[CH3:7][N:8]1[CH2:9][CH2:10][CH2:11][C:12]1=[O:13].[Cl-:40].[Cl:14][c:15]1[n:16][cH:17][cH:18][cH:19][c:20]1[OH:21].[Cl:22][c:23]1[cH:24][cH:25][c:26]([S:29](=[O:30])(=[O:31])[CH2:32][CH3:33])[n:27][cH:28]1.[Cs+:5].[Cs+:6].[NH4+:41]>>[Cl:14][c:15]1[n:16][cH:17][cH:18][cH:19][c:20]1[O:21][c:23]1[cH:24][cH:25][c:26]([S:29](=[O:30])(=[O:31])[CH2:32][CH3:33])[n:27][cH:28]1. The reactants are BrC1=CC(=CC=C1)N(C)C (1-bromo-3-dimethylamino-benzene), O1CCOC12CCC(CC2)=O (1,4-dioxa-spiro[4.5]decan-8-one). The product is CN(C=1C=C(C=CC1)C1(CCC2(OCCO2)CC1)O)C (8-(3-Dimethylamino-phenyl)-1,4-dioxa-spiro[4.5]decan-8-ol). RXN SMILES: Br[C:2]1[CH:7]=[CH:6][CH:5]=[C:4]([N:8]([CH3:10])[CH3:9])[CH:3]=1.[O:11]1[C:15]2([CH2:20][CH2:19][C:18](=[O:21])[CH2:17][CH2:16]2)[O:14][CH2:13][CH2:12]1>>[CH3:9][N:8]([CH3:10])[C:4]1[CH:3]=[C:2]([C:18]2([OH:21])[CH2:19][CH2:20][C:15]3([O:14][CH2:13][CH2:12][O:11]3)[CH2:16][CH2:17]2)[CH:7]=[CH:6][CH:5]=1. Procedure: The title compound was prepared as a white solid from 1-bromo-3-dimethylamino-benzene (Aldrich) and 1,4-dioxa-spiro[4.5]decan-8-one using the procedure described in Step A of Example 1. Reactants: NC1=NNC2=C1C(=NC(=C2)NC(=O)N[C@H](C)C2=CC=CC=C2)COC ((R)-1-(3-amino-4-(methoxymethyl)-1H-pyrazolo[4,3-c]pyridin-6-yl)-3-(1-phenylethyl)urea), N1=CC=CC=C1 (pyridine), C(=O)(C)Cl (AcCl), [OH-].[Na+] (NaOH). Run in C1CCOC1 (THF). Reaction conditions: time 2 hour. The product is COCC1=NC(=CC2=C1C(=NN2)NC(C)=O)NC(=O)N[C@H](C)C2=CC=CC=C2 ((R)—N-(4-(methoxymethyl)-6-(3-(1-phenylethyl)ureido)-1H-pyrazolo[4,3-c]pyridin-3-yl)acetamide). As a reaction SMILES: [NH2:1][C:2]1[C:6]2[C:7]([CH2:23][O:24][CH3:25])=[N:8][C:9]([NH:11][C:12]([NH:14][C@@H:15]([C:17]3[CH:22]=[CH:21][CH:20]=[CH:19][CH:18]=3)[CH3:16])=[O:13])=[CH:10][C:5]=2[NH:4][N:3]=1.N1C=CC=CC=1.[C:32](Cl)([CH3:34])=[O:33].[OH-].[Na+]>C1COCC1>[CH3:25][O:24][CH2:23][C:7]1[C:6]2[C:2]([NH:1][C:32](=[O:33])[CH3:34])=[N:3][NH:4][C:5]=2[CH:10]=[C:9]([NH:11][C:12]([NH:14][C@@H:15]([C:17]2[CH:22]=[CH:21][CH:20]=[CH:19][CH:18]=2)[CH3:16])=[O:13])[N:8]=1 |f:3.4|. Procedure details: A solution of (R)-1-(3-amino-4-(methoxymethyl)-1H-pyrazolo[4,3-c]pyridin-6-yl)-3-(1-phenylethyl)urea (30 mg, 0.088 mmol) in THF (1 ml) was charged with pyridine (72 μl, 0.890 mmol) and AcCl (62 μl, 0.872 mmol). The mixture was stirred at RT for 17 hr before 1N NaOH (1.2 ml, 1.200 mmol) was added and stirred at RT for 2 hr and then heated to 50° C. for 1 hr. The reaction was quenched with sat aq NH4Cl and extracted into EtOAc. The mixture was washed with sat aq NH4Cl followed by brine, dried over... The reactants are N#Cc1ccc(Br)cc1Cl, CCOCC, C[Mg+], Cl, [I-]. Product: CC(=O)c1ccc(Br)cc1Cl. Reaction SMILES: [Br:4][c:5]1[cH:6][c:7]([Cl:13])[c:8]([C:9]#[N:10])[cH:11][cH:12]1.[CH2:15]([CH3:16])[O:17][CH2:18][CH3:19].[CH3:2][Mg+:3].[ClH:14].[I-:1]>>[Br:4][c:5]1[cH:6][c:7]([Cl:13])[c:8]([C:18](=[O:17])[CH3:19])[cH:11][cH:12]1. Starting materials: O1C(COC2=CC=CC3=NSN=C32)C1 (4-(2,3-epoxypropyloxy)-2,1,3-benzthiadiazole), C(C)(C)N (isopropylamine). Run in O1CCOCC1 (dioxan). The product is C(C)(C)NCC(COC1=CC=CC2=NSN=C21)O (4-(3-isopropylamino-2-hydroxy-propyloxy)-2,1,3-benzthiadiazole). Isolated yield 62.0%. RXN SMILES: [O:1]1[CH2:14][CH:2]1[CH2:3][O:4][C:5]1[C:13]2[C:9](=[N:10][S:11][N:12]=2)[CH:8]=[CH:7][CH:6]=1.[CH:15]([NH2:18])([CH3:17])[CH3:16]>O1CCOCC1>[CH:15]([NH:18][CH2:14][CH:2]([OH:1])[CH2:3][O:4][C:5]1[C:13]2[C:9](=[N:10][S:11][N:12]=2)[CH:8]=[CH:7][CH:6]=1)([CH3:17])[CH3:16]. Procedure: 5.2 g (25 mM) 4-(2,3-epoxypropyloxy)-2,1,3-benzthiadiazole in 60 ml. dioxan were heated under reflux for 4 hours with 30 ml. isopropylamine. The reaction mixture was then evaporated and the residue was chromatographed on a silica gel column (silica gel particle size 0.063-0.200 mm., elution agent methanol with a small addition of glacial acetic acid). The residue obtained after evaporation of the eluted fractions was recrystallized from diisopropyl ether. There were obtained 4.1 g (62% of theory...